The task is: describe an organic reaction: reactants, conditions, products, and yield. This data is from the Open Reaction Database (ORD), a public repository of structured organic reaction records. The reactants are C(C)(C)(C)OC(NC1=C(C=C(C=C1)C1=C(C=CC=C1)F)N)=O ((3-amino-2′-fluoro-biphenyl-4-yl)-carbamic acid tert.-butyl ester), C(#N)C1=C(SC=C1)C1=CC(OC(O1)(C)C)=O (6-(3-cyano-thiophen-2-yl)-2,2-dimethyl-[1,3]dioxin-4-one). Yields the product C(C)(C)(C)OC(NC1=C(C=C(C=C1)C1=C(C=CC=C1)F)NC(CC(=O)C=1SC=CC1C#N)=O)=O ({3-[3-(3-Cyano-thiophen-2-yl)-3-oxo-propionylamino]-2′-fluoro-biphenyl-4-yl}-carbamic acid tert.-butyl ester). The yield is 93.0%. As a reaction SMILES: [C:1]([O:5][C:6](=[O:22])[NH:7][C:8]1[CH:13]=[CH:12][C:11]([C:14]2[CH:19]=[CH:18][CH:17]=[CH:16][C:15]=2[F:20])=[CH:10][C:9]=1[NH2:21])([CH3:4])([CH3:3])[CH3:2].[C:23]([C:25]1[CH:29]=[CH:28][S:27][C:26]=1[C:30]1[O:35]C(C)(C)[O:33][C:32](=O)[CH:31]=1)#[N:24]>>[C:1]([O:5][C:6](=[O:22])[NH:7][C:8]1[CH:13]=[CH:12][C:11]([C:14]2[CH:19]=[CH:18][CH:17]=[CH:16][C:15]=2[F:20])=[CH:10][C:9]=1[NH:21][C:32](=[O:33])[CH2:31][C:30]([C:26]1[S:27][CH:28]=[CH:29][C:25]=1[C:23]#[N:24])=[O:35])([CH3:4])([CH3:2])[CH3:3]. Procedure: Prepared from (3-amino-2′-fluoro-biphenyl-4-yl)-carbamic acid tert.-butyl ester (Example G37) (302 mg, 1.0 mmol) and 6-(3-cyano-thiophen-2-yl)-2,2-dimethyl-[1,3]dioxin-4-one (Example J3) (280 mg, 1.19 mmol) according to the general procedure K. Obtained as a light yellow solid (446 mg). Reactants: COC(=O)CNC(=O)c1c(O)c2ccc(Br)cc2n(C)c1=O, C#C[Si](C)(C)C, CCN(C(C)C)C(C)C, [Cu]I, C1CCOC1, Cl[Pd]Cl, c1ccc(P(c2ccccc2)c2ccccc2)cc1, c1ccc(P(c2ccccc2)c2ccccc2)cc1. The product is COC(=O)CNC(=O)c1c(O)c2ccc(C#C[Si](C)(C)C)cc2n(C)c1=O. Reaction SMILES: [Br:1][c:2]1[cH:3][cH:4][c:5]2[c:6]([OH:22])[c:7]([C:14](=[O:15])[NH:16][CH2:17][C:18](=[O:19])[O:20][CH3:21])[c:8](=[O:13])[n:9]([CH3:12])[c:10]2[cH:11]1.[C:23](#[CH:24])[Si:25]([CH3:26])([CH3:27])[CH3:28].[CH2:29]([N:30]([CH:31]([CH3:32])[CH3:33])[CH:34]([CH3:35])[CH3:36])[CH3:37].[Cu:84][I:85].[O:38]1[CH2:39][CH2:40][CH2:41][CH2:42]1.[Pd:43]([Cl:44])[Cl:45].[c:46]1([P:47]([c:48]2[cH:49][cH:50][cH:51][cH:52][cH:53]2)[c:54]2[cH:55][cH:56][cH:57][cH:58][cH:59]2)[cH:60][cH:61][cH:62][cH:63][cH:64]1.[c:65]1([P:66]([c:67]2[cH:68][cH:69][cH:70][cH:71][cH:72]2)[c:73]2[cH:74][cH:75][cH:76][cH:77][cH:78]2)[cH:79][cH:80][cH:81][cH:82][cH:83]1>>[c:2]1([C:24]#[C:23][Si:25]([CH3:26])([CH3:27])[CH3:28])[cH:3][cH:4][c:5]2[c:6]([OH:22])[c:7]([C:14](=[O:15])[NH:16][CH2:17][C:18](=[O:19])[O:20][CH3:21])[c:8](=[O:13])[n:9]([CH3:12])[c:10]2[cH:11]1. The reactants are OC=1C=C(C=C)C=C(C1)O (3,5-dihydroxystyrene), C(C)(=O)OC1=CC=C(C=C1)I (4-acetoxy-iodobenzene), OC=1C=C(C=O)C=C(C1)O (3,5-dihydroxybenzaldehyde), C1(=CC(O)=CC(O)=C1)C=CC1=CC=C(O)C=C1 (resveratrol), C1(=CC(O)=CC(O)=C1)C=CC1=CC=C(O)C=C1 (resveratrol). Yields the product C1(=CC(O)=CC(O)=C1)C=CC1=CC=C(O)C=C1 (resveratrol), C1=CC(=C(C=C1/C=C/C2=CC(=CC(=C2)O)O)O)O (piceatannol). Reaction SMILES: [C:1]1([CH:9]=[CH:10][C:11]2[CH:17]=[CH:16][C:14]([OH:15])=[CH:13][CH:12]=2)[CH:8]=[C:6]([OH:7])[CH:5]=[C:3]([OH:4])[CH:2]=1.[OH:18]C1C=C(C=C(O)C=1)C=O.OC1C=C(C=C(O)C=1)C=C.C(OC1C=CC(I)=CC=1)(=O)C>>[C:1]1([CH:9]=[CH:10][C:11]2[CH:17]=[CH:16][C:14]([OH:15])=[CH:13][CH:12]=2)[CH:8]=[C:6]([OH:7])[CH:5]=[C:3]([OH:4])[CH:2]=1.[CH:12]1[C:11](/[CH:10]=[CH:9]/[C:1]2[CH:8]=[C:6]([OH:7])[CH:5]=[C:3]([OH:4])[CH:2]=2)=[CH:17][C:16]([OH:18])=[C:14]([OH:15])[CH:13]=1. Procedure: Processes for the preparation of resveratrol have been disclosed, inter alia, in WO 01/60774 and Tetrahedron Letters 43 (2002) 597-598. The latter reference describes a process wherein resveratrol is prepared by a multistep reaction sequence starting with 3,5-dihydroxybenzaldehyde and involving a Heck reaction of 3,5-dihydroxystyrene with 4-acetoxy-iodobenzene in a yield of 70%. The process of the present invention utilizes a more readily available starting material and proceeds in less steps an... The reactants are [N-]=[N+]=NC1CN(C(=O)OCc2ccccc2)CCC1O, [N-]=[N+]=NC1CCN(C(=O)OCc2ccccc2)CC1O, C1COCCO1, c1ccc(P(c2ccccc2)c2ccccc2)cc1. The product is O=C(OCc1ccccc1)N1CCC2NC2C1. As a reaction SMILES: [N:1](=[N+:3]=[N-:10])[CH:4]1[CH2:5][N:6]([C:11](=[O:12])[O:13][CH2:14][c:15]2[cH:16][cH:17][cH:18][cH:19][cH:20]2)[CH2:7][CH2:8][CH:9]1[OH:2].[N:21]([CH:22]1[CH2:23][CH2:24][N:25]([C:26]([O:27][CH2:28][c:29]2[cH:30][cH:31][cH:32][cH:33][cH:34]2)=[O:35])[CH2:36][CH:37]1[OH:38])=[N+:39]=[N-:40].[O:60]1[CH2:61][CH2:62][O:63][CH2:64][CH2:65]1.[c:41]1([P:42]([c:43]2[cH:44][cH:45][cH:46][cH:47][cH:48]2)[c:49]2[cH:50][cH:51][cH:52][cH:53][cH:54]2)[cH:55][cH:56][cH:57][cH:58][cH:59]1>>[NH:1]1[CH:4]2[CH2:5][N:6]([C:11](=[O:12])[O:13][CH2:14][c:15]3[cH:16][cH:17][cH:18][cH:19][cH:20]3)[CH2:7][CH2:8][CH:9]12. Reactants: Cc1ccc(S(=O)(=O)OCC2CCc3ccc(F)c(-c4ccc(Cl)cc4C)c3O2)cc1, CS(C)=O, [N-]=[N+]=[N-], [Na+]. Yields the product Cc1cc(Cl)ccc1-c1c(F)ccc2c1OC(CN=[N+]=[N-])CC2. RXN SMILES: [CH3:1][c:2]1[cH:3][cH:4][c:5]([S:6]([O:7][CH2:12][CH:13]2[O:14][c:15]3[c:16](-[c:24]4[c:25]([CH3:31])[cH:26][c:27]([Cl:30])[cH:28][cH:29]4)[c:17]([F:23])[cH:18][cH:19][c:20]3[CH2:21][CH2:22]2)(=[O:8])=[O:9])[cH:10][cH:11]1.[CH3:36][S:37]([CH3:38])=[O:39].[N-:33]=[N+:34]=[N-:35].[Na+:32]>>[CH2:12]([CH:13]1[O:14][c:15]2[c:16](-[c:24]3[c:25]([CH3:31])[cH:26][c:27]([Cl:30])[cH:28][cH:29]3)[c:17]([F:23])[cH:18][cH:19][c:20]2[CH2:21][CH2:22]1)[N:33]=[N+:34]=[N-:35]. Starting materials: O=C([O-])[O-], CS(N)(=O)=O, CC#N, COc1cc(OC)nc(Nc2cccc(Cl)c2C(=O)Oc2ccc([N+](=O)[O-])cc2)n1, [K+], [K+]. The product is COc1cc(OC)nc(Nc2cccc(Cl)c2C(=O)NS(C)(=O)=O)n1. RXN SMILES: [C:36](=[O:37])([O-:38])[O-:39].[CH3:31][S:32](=[O:33])(=[O:34])[NH2:35].[CH3:42][C:43]#[N:44].[Cl:1][c:2]1[cH:3][cH:4][cH:5][c:6]([NH:20][c:21]2[n:22][c:23]([O:29][CH3:30])[cH:24][c:25]([O:27][CH3:28])[n:26]2)[c:7]1[C:8](=[O:9])[O:10][c:11]1[cH:12][cH:13][c:14]([N+:15]([O-:16])=[O:17])[cH:18][cH:19]1.[K+:40].[K+:41]>>[Cl:1][c:2]1[cH:3][cH:4][cH:5][c:6]([NH:20][c:21]2[n:22][c:23]([O:29][CH3:30])[cH:24][c:25]([O:27][CH3:28])[n:26]2)[c:7]1[C:8](=[O:9])[NH:35][S:32]([CH3:31])(=[O:33])=[O:34]. Starting materials: Cl, NC(=O)C1=CN(C2OC(COP(=O)(O)OP(=O)(O)OCC3OC(n4cnc5c(N)ncnc54)C(O)C3O)C(O)C2O)C=CC1, [NH4+], [Na+], [OH-], O=C([O-])C(=O)Cc1ccccc1. The product is NC(Cc1ccccc1)C(=O)O. RXN SMILES: [ClH:60].[NH2:1][C:2]([C:3]1=[CH:43][N:7]([CH:8]2[CH:9]([OH:10])[CH:11]([OH:12])[CH:13]([CH2:14][O:15][P:16]([O:17][P:18]([O:19][CH2:20][CH:21]3[CH:22]([OH:23])[CH:24]([OH:25])[CH:26]([n:27]4[c:28]5[c:29]([c:30]([NH2:34])[n:31][cH:32][n:33]5)[n:35][cH:36]4)[O:37]3)(=[O:38])[OH:39])(=[O:40])[OH:41])[O:42]2)[CH:6]=[CH:5][CH2:4]1)=[O:44].[NH4+:59].[Na+:57].[OH-:58].[c:45]1([CH2:51][C:52]([C:53](=[O:54])[O-:55])=[O:56])[cH:46][cH:47][cH:48][cH:49][cH:50]1>>[NH2:1][CH:52]([CH2:51][c:45]1[cH:46][cH:47][cH:48][cH:49][cH:50]1)[C:53](=[O:54])[OH:55]. Reactants: COC=1NC(NN1)=O (5-methoxy-2,4-dihydro-3H-1,2,4-triazol-3-one), C([O-])([O-])=O.[K+].[K+] (potassium carbonate), BrCC=1C=C(C=O)C=CC1 (3-(bromomethyl)benzaldehyde), O (water). Solvent: C(C)(=O)OCC (ethyl acetate), C(C)#N (acetonitrile), C(C)#N (acetonitrile). Run at time 6 hour. Yields the product C(=O)C=1C=C(CN2C(NN=C2OC)=O)C=CC1 (4-(3-formylbenzyl)-5-methoxy-2,4-dihydro-3H-1,2,4-triazol-3-one). Isolated yield 18.8%. As a reaction SMILES: [CH3:1][O:2][C:3]1[NH:4][C:5](=[O:8])[NH:6][N:7]=1.C(=O)([O-])[O-].[K+].[K+].Br[CH2:16][C:17]1[CH:18]=[C:19]([CH:22]=[CH:23][CH:24]=1)[CH:20]=[O:21].O>C(#N)C.C(OCC)(=O)C>[CH:20]([C:19]1[CH:18]=[C:17]([CH:24]=[CH:23][CH:22]=1)[CH2:16][N:4]1[C:3]([O:2][CH3:1])=[N:7][NH:6][C:5]1=[O:8])=[O:21] |f:1.2.3|. Reported procedure: To a solution of 0.92 g (8.0 mmol) of 5-methoxy-2,4-dihydro-3H-1,2,4-triazol-3-one in 15 ml of dry acetonitrile was added 1.16 g (8.4 mmol) of potassium carbonate. To the mixture was added dropwise a solution of 1.59 g of crude 3-(bromomethyl)benzaldehyde in 30 ml of dry acetonitrile at 55° C. under an atmosphere of nitrogen. After the mixture was stirred at the same temperature for additional 6 hours, water was added to the reaction mixture, and the mixture was extracted with ethyl acetate. The...